From a dataset of the Open Reaction Database (ORD), a public repository of structured organic reaction records. describe an organic reaction: reactants, conditions, products, and yield The reactants are CN(C)C=O, COc1ccccc1C(Cl)Cn1ccnc1, [H-], [Na+], COC(=O)c1ccc(S)cc1. The product is COC(=O)c1ccc(SC(Cn2ccnc2)c2ccccc2OC)cc1. RXN SMILES: [CH3:30][N:31]([CH3:32])[CH:33]=[O:34].[Cl:14][CH:15]([CH2:16][n:17]1[cH:18][n:19][cH:20][cH:21]1)[c:22]1[c:23]([O:28][CH3:29])[cH:24][cH:25][cH:26][cH:27]1.[H-:12].[Na+:13].[SH:1][c:2]1[cH:3][cH:4][c:5]([C:6](=[O:7])[O:8][CH3:9])[cH:10][cH:11]1>>[S:1]([c:2]1[cH:3][cH:4][c:5]([C:6](=[O:7])[O:8][CH3:9])[cH:10][cH:11]1)[CH:15]([CH2:16][n:17]1[cH:18][n:19][cH:20][cH:21]1)[c:22]1[c:23]([O:28][CH3:29])[cH:24][cH:25][cH:26][cH:27]1.